Dataset: the Open Reaction Database (ORD), a public repository of structured organic reaction records. Task: describe an organic reaction: reactants, conditions, products, and yield Starting materials: BrC1=C(C(=CC=C1)Cl)CCC(=O)OCC (Ethyl 3-(2-bromo-6-chlorophenyl)propanoate), [C-]#N.[Na+] (sodium cyanide), CN (methanamine). Product: BrC1=C(C(=CC=C1)Cl)CCC(=O)NC (3-(2-Bromo-6-chlorophenyl)-N-methylpropanamide). Reaction SMILES: [Br:1][C:2]1[CH:7]=[CH:6][CH:5]=[C:4]([Cl:8])[C:3]=1[CH2:9][CH2:10][C:11]([O:13]CC)=O.[C-:16]#[N:17].[Na+].CN>>[Br:1][C:2]1[CH:7]=[CH:6][CH:5]=[C:4]([Cl:8])[C:3]=1[CH2:9][CH2:10][C:11]([NH:17][CH3:16])=[O:13] |f:1.2|. Procedure details: Ethyl 3-(2-bromo-6-chlorophenyl)propanoate (Example 1f), 5.0 g, 17.1 mmol) and sodium cyanide (0.168 g, 3.43 mmol) were stirred in methanamine (8 M in ethanol, 30 mL, 240 mmol) at rt overnight. The solvent was evaporated, the residue was taken up in ethyl acetate and the mixture was washed with saturated aqueous sodium carbonate and brine. The organic phase was separated and the solvent was removed by rotary evaporation. The crude product was added to a silica gel column and was eluted with 0-10... Reactants: C1(CCCCC1)C(OC1=CC=C(C(=O)OC)C=C1)C1=C(SC(=C1)C1CCCCC1)CC (methyl 4-[cyclohexyl(5-cyclohexyl-2-ethylthiophen-3-yl)methoxy]benzoate), O1CCCC1 (tetrahydrofuran), [OH-].[Na+] (sodium hydroxide). Solvent: C(C)O (ethanol). The product is C1(CCCCC1)C(OC1=CC=C(C(=O)O)C=C1)C1=C(SC(=C1)C1CCCCC1)CC (4-[cyclohexyl(5-cyclohexyl-2-ethylthiophen-3-yl)methoxy]benzoic acid). Isolated yield 35.8%. RXN SMILES: [CH:1]1([CH:7]([C:19]2[CH:23]=[C:22]([CH:24]3[CH2:29][CH2:28][CH2:27][CH2:26][CH2:25]3)[S:21][C:20]=2[CH2:30][CH3:31])[O:8][C:9]2[CH:18]=[CH:17][C:12]([C:13]([O:15]C)=[O:14])=[CH:11][CH:10]=2)[CH2:6][CH2:5][CH2:4][CH2:3][CH2:2]1.O1CCCC1.[OH-].[Na+]>C(O)C>[CH:1]1([CH:7]([C:19]2[CH:23]=[C:22]([CH:24]3[CH2:29][CH2:28][CH2:27][CH2:26][CH2:25]3)[S:21][C:20]=2[CH2:30][CH3:31])[O:8][C:9]2[CH:10]=[CH:11][C:12]([C:13]([OH:15])=[O:14])=[CH:17][CH:18]=2)[CH2:2][CH2:3][CH2:4][CH2:5][CH2:6]1 |f:2.3|. Procedure: To a mixture of methyl 4-[cyclohexyl(5-cyclohexyl-2-ethylthiophen-3-yl)methoxy]benzoate (560 mg) synthesized above, tetrahydrofuran (10 mL) and ethanol (10 mL) was added 1N aqueous sodium hydroxide solution (5 mL), and the mixture was stirred with heating under reflux overnight. The reaction mixture was concentrated under reduced pressure, 1N hydrochloric acid was added, and the mixture was extracted with ethyl acetate. The extract was washed with brine, dried over magnesium sulfate and concentr... Starting materials: O1C(CCCC1)ONC(=O)[C@@H](C\C=C\C1=CC=CC=C1)[C@H](C(=O)NN(C(CC1=NN=NN1)=O)CC(C)C)CC(C)C ((E)-2(R)-[1(S)-[(tetrahydro-2(RS)-pyranyloxy)-carbamoyl]-4-phenyl-3-butenyl]-2′-isobutyl-4-methyl-2′-[2-(1H-tetrazol-5-yl)-acetyl]valerohydrazide), O.C1(=CC=C(C=C1)S(=O)(=O)O)C (p-toluenesulphonic acid monohydrate). The solvent is CO (methanol). Conditions: time 2 hour. The product is ONC(=O)[C@@H](C\C=C\C1=CC=CC=C1)[C@H](C(=O)NN(C(CC1=NN=NN1)=O)CC(C)C)CC(C)C ((E)-2(R)-[1(S)-(hydroxycarbamoyl)-4-phenyl-3-butenyl]-2′-isobutyl-4-methyl-2′-[2-(1H-tetrazol-5-yl)acetyl]valerohydrazide). The yield is 93.9%. As a reaction SMILES: O1CCCCC1[O:7][NH:8][C:9]([C@H:11]([C@@H:21]([CH2:38][CH:39]([CH3:41])[CH3:40])[C:22]([NH:24][N:25]([CH2:34][CH:35]([CH3:37])[CH3:36])[C:26](=[O:33])[CH2:27][C:28]1[NH:32][N:31]=[N:30][N:29]=1)=[O:23])[CH2:12]/[CH:13]=[CH:14]/[C:15]1[CH:20]=[CH:19][CH:18]=[CH:17][CH:16]=1)=[O:10].O.C1(C)C=CC(S(O)(=O)=O)=CC=1>CO>[OH:7][NH:8][C:9]([C@H:11]([C@@H:21]([CH2:38][CH:39]([CH3:41])[CH3:40])[C:22]([NH:24][N:25]([CH2:34][CH:35]([CH3:36])[CH3:37])[C:26](=[O:33])[CH2:27][C:28]1[NH:32][N:31]=[N:30][N:29]=1)=[O:23])[CH2:12]/[CH:13]=[CH:14]/[C:15]1[CH:16]=[CH:17][CH:18]=[CH:19][CH:20]=1)=[O:10] |f:1.2|. Procedure details: A solution of 0.190 g of (E)-2(R)-[1(S)-[(tetrahydro-2(RS)-pyranyloxy)-carbamoyl]-4-phenyl-3-butenyl]-2′-isobutyl-4-methyl-2′-[2-(1H-tetrazol-5-yl)-acetyl]valerohydrazide in 5 mL of methanol was treated with 0.020 g of p-toluenesulphonic acid monohydrate. The mixture was stirred for 2 hours at room temperature and evaporated. The residue was triturated with diethyl ether, filtered off and dried to give 0.152 g of (E)-2(R)-[1(S)-(hydroxycarbamoyl)-4-phenyl-3-butenyl]-2′-isobutyl-4-methyl-2′-[2-(1... RXN SMILES: [CH:1]([N-:4][CH:5](C)C)(C)[CH3:2].[Li+].[C:9]([CH2:11][C@@H:12]([OH:19])[CH2:13][C:14]([O:16]CC)=O)#[N:10].Cl.[O:21]1CCCC1.CCC[CH2:29][CH2:30][CH2:31][CH3:32]>O1CCCC1>[CH2:29]([N:4]([CH3:5])[C:1](=[O:21])[CH2:2][C:14](=[O:16])[CH2:13][C@H:12]([OH:19])[CH2:11][C:9]#[N:10])[CH2:30][CH2:31][CH3:32] |f:0.1,4.5|. Reactants: C(#N)C[C@H](CC(=O)OCC)O ((R)-4-cyano-3-hydroxybutyric acid, ethyl ester), N,N-n-butylmethylacetamide, C(C)(C)[N-]C(C)C.[Li+] (lithium diisopropylamide), O1CCCC1.CCCCCCC (tetrahydrofuran heptane), Cl (hydrochloric acid). Procedure details: To a stirred -10° C. solution of N,N-n-butylmethylacetamide (prepared from N,N-n-butylmethylamine and acetyl chloride by refluxing for 2 hours in toluene) (65 g, 0.5 mol) in tetrahydrofuran (0.5 L) is slowly added a solution of lithium diisopropylamide in tetrahydrofuran-heptane (0.25 L of 2M) while maintaining the temperature between -40° C. to -50° C., and the mixture is stirred at -20° C. to -30° C. for 30 minutes. (R)-4-cyano-3-hydroxybutyric acid, ethyl ester (Brower, supra) (20 g, 0.125 mo... Run at time 30 minute. The product is C(CCC)N(C(CC(C[C@@H](CC#N)O)=O)=O)C ((R)-N-butyl-6-cyano-5-hydroxy-N-methyl-3-oxohexanamide). Run in O1CCCC1 (tetrahydrofuran), O1CCCC1 (tetrahydrofuran). Reactants: COC=1C=C2C=CC(=CC2=CC1)C(=N)N (6-methoxy-naphthalene-2-carboxamidine), ClC1=C(C=C(C#N)C#N)C=CC(=C1)Cl (2-(2,4-dichloro-benzylidene)-malononitrile). The product is NCC=1C(=NC(=NC1C1=C(C=C(C=C1)Cl)Cl)C1=CC2=CC=C(C=C2C=C1)OC)N (5-Aminomethyl-6-(2,4-dichloro-phenyl)-2-(6-methoxy-naphthalen-2-yl)-pyrimidin-4-ylamine). As a reaction SMILES: [CH3:1][O:2][C:3]1[CH:4]=[C:5]2[C:10](=[CH:11][CH:12]=1)[CH:9]=[C:8]([C:13]([NH2:15])=[NH:14])[CH:7]=[CH:6]2.[Cl:16][C:17]1[CH:28]=[C:27]([Cl:29])[CH:26]=[CH:25][C:18]=1[CH:19]=[C:20]([C:23]#[N:24])[C:21]#[N:22]>>[NH2:24][CH2:23][C:20]1[C:21]([NH2:22])=[N:14][C:13]([C:8]2[CH:7]=[CH:6][C:5]3[C:10](=[CH:11][CH:12]=[C:3]([O:2][CH3:1])[CH:4]=3)[CH:9]=2)=[N:15][C:19]=1[C:18]1[CH:25]=[CH:26][C:27]([Cl:29])=[CH:28][C:17]=1[Cl:16]. Procedure details: The title compound, MS: m/e=425.0 (M+H+), was prepared from 6-methoxy-naphthalene-2-carboxamidine and 2-(2,4-dichloro-benzylidene)-malononitrile in analogy to the process described in Example 11 as a solid. Product: N#CC(=CO)c1ccc(Cl)cc1Cl. As a reaction SMILES: [CH:12](=[O:13])[O:14][CH2:15][CH3:16].[Cl:1][c:2]1[c:3]([CH2:9][C:10]#[N:11])[cH:4][cH:5][c:6]([Cl:8])[cH:7]1>>[Cl:1][c:2]1[c:3]([C:9]([C:10]#[N:11])=[CH:12][OH:13])[cH:4][cH:5][c:6]([Cl:8])[cH:7]1. Reactants: CCOC=O, N#CCc1ccc(Cl)cc1Cl.